From a dataset of the Open Reaction Database (ORD), a public repository of structured organic reaction records. describe an organic reaction: reactants, conditions, products, and yield The reactants are COc1ccc(C=Nc2cc(Cl)c(N=CN(C)C)c(Cl)c2)cc1F, C1CCOC1, O, O=[Pt]. The product is COc1ccc(CNc2cc(Cl)c(N=CN(C)C)c(Cl)c2)cc1F. RXN SMILES: [Cl:1][c:2]1[c:3]([N:20]=[CH:21][N:22]([CH3:23])[CH3:24])[c:4]([Cl:19])[cH:5][c:6]([N:8]=[CH:9][c:10]2[cH:11][c:12]([F:18])[c:13]([O:16][CH3:17])[cH:14][cH:15]2)[cH:7]1.[O:25]1[CH2:26][CH2:27][CH2:28][CH2:29]1.[OH2:32].[Pt:30]=[O:31]>>[Cl:1][c:2]1[c:3]([N:20]=[CH:21][N:22]([CH3:23])[CH3:24])[c:4]([Cl:19])[cH:5][c:6]([NH:8][CH2:9][c:10]2[cH:11][c:12]([F:18])[c:13]([O:16][CH3:17])[cH:14][cH:15]2)[cH:7]1. Starting materials: [C@@H]1(C[C@H](O)[C@@H](CO)O1)N1C(=O)NC(=O)C(C)=C1 (thymidine), NC1=NC(=C2N=CNC2=N1)NCCO (2-Amino-6-((2-hydroxyethyl)amino)-9H-purine), Purine nucleoside, F[C@H]1C[C@@H](O[C@@H]1CO)N1C(=O)NC(=O)C=C1 (2',3'-dideoxy-3'-fluorouridine), [N-]=[N+]=[N-].[K+] (potassium azide). Solvent: CO (MeOH), P(=O)([O-])([O-])[O-].[K+].[K+].[K+] (potassium phosphate). Conditions: temperature 45 celsius, time 18 day. The product is OCCNC1=NC=C2N=CNC2=N1 ((2-hydroxyethyl)amino-9H-purine). Isolated yield 19.0%. Reaction SMILES: [NH2:1][C:2]1[N:10]=[C:9]2[C:5]([N:6]=[CH:7][NH:8]2)=[C:4](NCCO)[N:3]=1.F[C@@H]1[C@@H](CO)[O:19][C@@H:18](N2C=CC(=O)NC2=O)[CH2:17]1.[N-]=[N+]=[N-].[K+].[C@@H]1(N2C=C(C)C(=O)NC2=O)O[C@H](CO)[C@@H](O)C1>P([O-])([O-])([O-])=O.[K+].[K+].[K+].CO>[OH:19][CH2:18][CH2:17][NH:1][C:2]1[N:10]=[C:9]2[C:5]([N:6]=[CH:7][NH:8]2)=[CH:4][N:3]=1 |f:2.3,5.6.7.8|. Procedure details: 2-Amino-6-((2-hydroxyethyl)amino)-9H-purine (0.55 g, 2.6 mmoles) and 2',3'-dideoxy-3'-fluorouridine (0.50 g, 2.2 mmoles) were suspended in 50 ml 10 mM potassium phosphate buffer, pH 7.0, containing 0.04% potassium azide. Purine nucleoside phosphorylase (1120 I.U.) and thymidine phosphorylase (10,000 I.U.) (Krenitsky, et al., Biochemistry, 20, 3615, 1981 and U.S. Pat. No. 4,381,344) immobilized on DEAE cellulose was added and the suspension was stirred at 45° C. After 18 days, 150 ml MeOH was add...